Dataset: the Open Reaction Database (ORD), a public repository of structured organic reaction records. Task: describe an organic reaction: reactants, conditions, products, and yield Yields the product C(C1=CC=CC=C1)N1C(=C(C2=CC(=CC=C12)OC1OCCCC1)C(=O)OCC)C(C)C (1-benzyl-2-isopropyl-5-(tetrahydropyran-2-yloxy)-1H-indole-3-carboxylic acid, ethyl ester). Conditions: time 16 hour. As a reaction SMILES: [CH2:1]([N:8]1[C:16]2[C:11](=[CH:12][C:13]([OH:17])=[CH:14][CH:15]=2)[C:10]([C:18]([O:20][CH2:21][CH3:22])=[O:19])=[C:9]1[CH:23]([CH3:25])[CH3:24])[C:2]1[CH:7]=[CH:6][CH:5]=[CH:4][CH:3]=1.[O:26]1[CH:31]=[CH:30][CH2:29][CH2:28][CH2:27]1.CC1C=CC(S(O)(=O)=O)=CC=1>C(Cl)Cl>[CH2:1]([N:8]1[C:16]2[C:11](=[CH:12][C:13]([O:17][CH:27]3[CH2:28][CH2:29][CH2:30][CH2:31][O:26]3)=[CH:14][CH:15]=2)[C:10]([C:18]([O:20][CH2:21][CH3:22])=[O:19])=[C:9]1[CH:23]([CH3:24])[CH3:25])[C:2]1[CH:3]=[CH:4][CH:5]=[CH:6][CH:7]=1. The reactants are C(C1=CC=CC=C1)N1C(=C(C2=CC(=CC=C12)O)C(=O)OCC)C(C)C (1-benzyl-5-hydroxy-2-isopropyl-1H-indole-3-carboxylic acid, ethyl ester), C(C1=CC=CC=C1)N1C(=C(C2=CC(=CC=C12)O)C(=O)OCC)C(C)C (1-benzyl-5-hydroxy-2-isopropyl-1H-indole-3-carboxylic acid, ethyl ester), O1CCCC=C1 (dihydropyran), CC=1C=CC(=CC1)S(=O)(=O)O (p-TsOH). Solvent: C(Cl)Cl (CH2Cl2). Procedure details: To a cold (0° C.) solution of 1-benzyl-5-hydroxy-2-isopropyl-1H-indole-3-carboxylic acid, ethyl ester (Compound 1, 2.3 gm, 6.82 mmol) in CH2Cl2 (31 mL) was added dihydropyran (DHP, 3.1 g, 36.9 mmol) and p-TsOH (50 mg). The cooling bath was removed, and the solution was stirred at ambient temperature for 16 h. The reaction was quenched by adding aqueous NaHCO3 (20 mL) and CH2Cl2 (50 mL). The layers were separated, and the organic layer was washed with brine (20 mL), and dried (MgSO4), and solvent... Reactants: Cc1ccc2c(c1)c1c(n2CCC(=O)N2CCC(NC(=O)OC(C)(C)C)CC2)CCN(C)C1, ClCCl, O=C([O-])C(F)(F)F, O=C(O)C(F)(F)F. Yields the product Cc1ccc2c(c1)c1c(n2CCC(=O)N2CCC(N)CC2)CCN(C)C1. As a reaction SMILES: [CH3:1][N:2]1[CH2:3][c:4]2[c:5]([n:6]([CH2:14][CH2:15][C:16](=[O:17])[N:18]3[CH2:19][CH2:20][CH:21]([NH:24][C:25](=[O:26])[O:27][C:28]([CH3:29])([CH3:30])[CH3:31])[CH2:22][CH2:23]3)[c:7]3[cH:8][cH:9][c:10]([CH3:13])[cH:11][c:12]23)[CH2:32][CH2:33]1.[Cl:48][CH2:49][Cl:50].[O-:41][C:42]([C:43]([F:44])([F:45])[F:46])=[O:47].[OH:34][C:35]([C:36]([F:37])([F:38])[F:39])=[O:40]>>[CH3:1][N:2]1[CH2:3][c:4]2[c:5]([n:6]([CH2:14][CH2:15][C:16](=[O:17])[N:18]3[CH2:19][CH2:20][CH:21]([NH2:24])[CH2:22][CH2:23]3)[c:7]3[cH:8][cH:9][c:10]([CH3:13])[cH:11][c:12]23)[CH2:32][CH2:33]1. Reaction conditions: temperature 0 celsius. Yield: 56.0%. Procedure details: 1-Chloroethylchloroformate (0.050 ml, 0.47 mmol) was added to a solution of (11aR)-2,3,4,6,11,11a-hexahydro-2-(2,4-dimethoxybenzyl)-4-methyl-1H-pyrazino[1,2-b]isoquinoline (53 mg, 0.15 mmol) in 1,2-dichloroethane (1 ml) stirring at 0° C. The ice bath was removed and the reaction stirred at ambient temperature for 30 min. After refluxing an additional 2 h, the reaction was evaporated in vacuo. Methanol (1.0 ml) was added to the residue and the reaction refluxed under nitrogen for 1 h. Evaporation... Reactants: ClC(C)OC(=O)Cl (1-Chloroethylchloroformate), COC1=C(CN2C[C@@H]3N(CC=4C=CC=CC4C3)C(C2)C)C=CC(=C1)OC ((11aR)-2,3,4,6,11,11a-hexahydro-2-(2,4-dimethoxybenzyl)-4-methyl-1H-pyrazino[1,2-b]isoquinoline), crude product, C(Cl)Cl (CH2Cl2), C(=O)(O)[O-].[Na+] (NaHCO3). Run in ClCCCl (1,2-dichloroethane). The product is CC1CNC[C@@H]2N1CC=1C=CC=CC1C2 ((11aR)-1,3,4,6,11,11a-hexahydro-4-methyl-2H-pyrazino[1,2-b]isoquinoline). RXN SMILES: ClC(OC(Cl)=O)C.COC1C=C(OC)C=CC=1C[N:13]1[CH2:26][CH:25]([CH3:27])[N:16]2[CH2:17][C:18]3[CH:19]=[CH:20][CH:21]=[CH:22][C:23]=3[CH2:24][C@@H:15]2[CH2:14]1.C(Cl)Cl.C([O-])(O)=O.[Na+]>ClCCCl>[CH3:27][CH:25]1[N:16]2[CH2:17][C:18]3[CH:19]=[CH:20][CH:21]=[CH:22][C:23]=3[CH2:24][C@@H:15]2[CH2:14][NH:13][CH2:26]1 |f:3.4|. The reactants are BrC1=CC=C(C=C1)N1C2=CC=CC=C2C=2C=C(C=CC12)C=1C=CC=2N(C3=CC=CC=C3C2C1)C1=CC=CC=C1 (9-(4-bromophenyl)-9′-phenyl-9H,9′H-[3,3′]bicarbazolyl), 9-phenyl-3-(4,4,5,5-tetramethyl-1,3,2-dioxabororan-2-yl)-9H-carbazole, C1(=CC=CC=C1)C (toluene), C([O-])([O-])=O.[K+].[K+] (potassium carbonate), nitrogen-substituted. The reagents and catalysts are C=1C=CC(=CC1)[P](C=2C=CC=CC2)(C=3C=CC=CC3)[Pd]([P](C=4C=CC=CC4)(C=5C=CC=CC5)C=6C=CC=CC6)([P](C=7C=CC=CC7)(C=8C=CC=CC8)C=9C=CC=CC9)[P](C=1C=CC=CC1)(C=1C=CC=CC1)C=1C=CC=CC1 (tetrakis(triphenylphosphine)palladium). Solvent: C(C)O (ethanol). Conditions: temperature 72 celsius, time 30 minute. The product is C1(=CC=CC=C1)N1C2=CC=CC=C2C=2C=C(C=CC12)C=1C=CC=2N(C3=CC=CC=C3C2C1)C1=CC=C(C=C1)C=1C=CC=2N(C3=CC=CC=C3C2C1)C1=CC=CC=C1 (9′-phenyl-9-[4-(9-phenyl-9H-carbazol-3-yl)-phenyl]-9H,9′H-[3,3′]bicarbazolyl). Yield: 48.0%. RXN SMILES: Br[C:2]1[CH:7]=[CH:6][C:5]([N:8]2[C:20]3[CH:19]=[CH:18][C:17]([C:21]4[CH:22]=[CH:23][C:24]5[N:25]([C:34]6[CH:39]=[CH:38][CH:37]=[CH:36][CH:35]=6)[C:26]6[C:31]([C:32]=5[CH:33]=4)=[CH:30][CH:29]=[CH:28][CH:27]=6)=[CH:16][C:15]=3[C:14]3[C:9]2=[CH:10][CH:11]=[CH:12][CH:13]=3)=[CH:4][CH:3]=1.[C:40]1([CH3:46])[CH:45]=[CH:44][CH:43]=[CH:42][CH:41]=1.C(=O)([O-])[O-].[K+].[K+]>C1C=CC([P]([Pd]([P](C2C=CC=CC=2)(C2C=CC=CC=2)C2C=CC=CC=2)([P](C2C=CC=CC=2)(C2C=CC=CC=2)C2C=CC=CC=2)[P](C2C=CC=CC=2)(C2C=CC=CC=2)C2C=CC=CC=2)(C2C=CC=CC=2)C2C=CC=CC=2)=CC=1.C(O)C>[C:34]1([N:25]2[C:24]3[CH:23]=[CH:22][C:21]([C:17]4[CH:18]=[CH:19][C:20]5[N:8]([C:5]6[CH:6]=[CH:7][C:2]([C:12]7[CH:11]=[CH:10][C:9]8[N:8]([C:5]9[CH:6]=[CH:7][CH:2]=[CH:3][CH:4]=9)[C:45]9[C:40]([C:46]=8[CH:13]=7)=[CH:41][CH:42]=[CH:43][CH:44]=9)=[CH:3][CH:4]=6)[C:9]6[C:14]([C:15]=5[CH:16]=4)=[CH:13][CH:12]=[CH:11][CH:10]=6)=[CH:33][C:32]=3[C:31]3[C:26]2=[CH:27][CH:28]=[CH:29][CH:30]=3)[CH:39]=[CH:38][CH:37]=[CH:36][CH:35]=1 |f:2.3.4,^1:56,58,77,96|. Procedure: The resulting 9-(4-bromophenyl)-9′-phenyl-9H,9′H-[3,3′]bicarbazolyl (17.00 g), 9-phenyl-3-(4,4,5,5-tetramethyl-1,3,2-dioxabororan-2-yl)-9H-carbazole (12.25 g), toluene (160 ml), ethanol (40 ml), and a 2 M potassium carbonate aqueous solution (23 ml) were added to a nitrogen-substituted reaction vessel, and aerated with nitrogen gas for 30 minutes under ultrasonic waves. After adding tetrakis(triphenylphosphine)palladium (1.74 g), the mixture was heated, and stirred at 72° C. for 12.5 hours. The ... Yields the product NC1=C(C(=O)O)C=CC(=C1)C1=NC=CC=C1C(F)(F)F (2-amino-4-(3-trifluoromethyl-pyridin-2-yl)-benzoic acid). RXN SMILES: [N+:1]([C:4]1[CH:12]=[C:11]([C:13]2[C:18]([C:19]([F:22])([F:21])[F:20])=[CH:17][CH:16]=[CH:15][N:14]=2)[CH:10]=[CH:9][C:5]=1[C:6]([OH:8])=[O:7])([O-])=O>CCO.[Pd]>[NH2:1][C:4]1[CH:12]=[C:11]([C:13]2[C:18]([C:19]([F:22])([F:20])[F:21])=[CH:17][CH:16]=[CH:15][N:14]=2)[CH:10]=[CH:9][C:5]=1[C:6]([OH:8])=[O:7]. The reagents and catalysts are [Pd] (Pd—C). Procedure: Hydrogenate the solution of 2-nitro-4-(3-trifluoromethyl-pyridin-2-yl)-benzoic acid (3.84 mmol) in 95% EtOH (100 mL) with 10% Pd—C (150 mg) for over night. Filter through a celite pad and concentrate the filtrate to give 2-amino-4-(3-trifluoromethyl-pyridin-2-yl)-benzoic acid. The solvent is CCO (EtOH). Reactants: [N+](=O)([O-])C1=C(C(=O)O)C=CC(=C1)C1=NC=CC=C1C(F)(F)F (2-nitro-4-(3-trifluoromethyl-pyridin-2-yl)-benzoic acid). Starting materials: N(=[N+]=[N-])CCC(C(C(C(C(C(CCN=[N+]=[N-])(F)F)(F)F)(F)F)(F)F)(F)F)(F)C(F)(F)F (1,10-diazido-3-trifluoromethyl-3,4,4,5,5,6,6,7,7,8,8-undecafluorodecane), NN (hydrazine). Reagents/catalysts: [OH-].[OH-].[Pd+2] (Pearlman's catalyst). Solvent: CO (methanol), CO (methanol), CO (methanol). The product is NCCC(C(C(C(C(C(CCN)(F)F)(F)F)(F)F)(F)F)(F)F)(F)C(F)(F)F (1,10-diamino-3-trifluoromethyl-3,4,4,5,5,6,6,7,7,8,8-undecafluorodecane). The yield is 38.8%. As a reaction SMILES: [N:1]([CH2:4][CH2:5][C:6]([C:28]([F:31])([F:30])[F:29])([F:27])[C:7]([F:26])([F:25])[C:8]([F:24])([F:23])[C:9]([F:22])([F:21])[C:10]([F:20])([F:19])[C:11]([F:18])([F:17])[CH2:12][CH2:13][N:14]=[N+]=[N-])=[N+]=[N-].NN>[OH-].[OH-].[Pd+2].CO>[NH2:1][CH2:4][CH2:5][C:6]([C:28]([F:29])([F:30])[F:31])([F:27])[C:7]([F:25])([F:26])[C:8]([F:23])([F:24])[C:9]([F:21])([F:22])[C:10]([F:19])([F:20])[C:11]([F:18])([F:17])[CH2:12][CH2:13][NH2:14] |f:2.3.4|. Procedure: A mixture of 1,10-diazido-3-trifluoromethyl-3,4,4,5,5,6,6,7,7,8,8-undecafluorodecane (7.2 g, 14.7 mmol), methanol (40 mL), Pearlman's catalyst (0.6 g) and a solution of hydrazine (1.1 g, 36 mmol) in methanol (5 mL) was heated under reflux for 21 hours. The mixture was diluted with methanol and filtered through a pad of celite. Methanol was evaporated and the residue was distilled to give 2.5 g (39%) of 1,10-diamino-3-trifluoromethyl-3,4,4,5,5,6,6,7,7,8,8-undecafluorodecane, a colorless oil; bp 0... Reactants: ClC=1C=NC(NC1)=O (5-chloropyrimidin-2-one), BrCC(=O)C1=CC=C(C=C1)O (2-bromo-4'-hydroxyacetophenone), Cl (hydrochloric acid). The solvent is C(C)N(CC)CC (triethylamine), C(C)O (ethanol). Product: ClC=1C=NC(N(C1)CC(=O)C1=CC=C(C=C1)O)=O (5-Chloro-1-(4-hydroxyphenacyl)pyrimidin-2-one). Isolated yield 85.4%. Reaction SMILES: [Cl:1][C:2]1[CH:3]=[N:4][C:5](=[O:8])[NH:6][CH:7]=1.Br[CH2:10][C:11]([C:13]1[CH:18]=[CH:17][C:16]([OH:19])=[CH:15][CH:14]=1)=[O:12].Cl>C(N(CC)CC)C.C(O)C>[Cl:1][C:2]1[CH:3]=[N:4][C:5](=[O:8])[N:6]([CH2:10][C:11]([C:13]2[CH:18]=[CH:17][C:16]([OH:19])=[CH:15][CH:14]=2)=[O:12])[CH:7]=1. Procedure details: A suspension of 5-chloropyrimidin-2-one (405 mg) and 2-bromo-4'-hydroxyacetophenone (646 mg) in triethylamine (1 ml) and ethanol (20 ml) was stirred at ambient temperature, giving a clear solution. A precipitate had formed after an hour. After 231/2 hours, 2N-hydrochloric acid (5 ml) was added to the suspension and the solid was collected. This was washed with ethanol to give the title pyrimidinone (679 mg,); m.p. 260° with decomposition; λmaxEtOH 224 nm (ε 17300), 282.5 nm (ε 15660), 353 nm (ε ... Starting materials: ClC1=CC2=C(C3=CC=C(C=C3C(=C2C=C1)Cl)Cl)C=O (2,6,10-Trichloro-9-anthracenecarbaldehyde), NC(CO)(CO)C (2-amino-2-methyl-1,3-propanediol). Yields the product Cl.CC(CO)(CO)NCC=1C2=CC=C(C=C2C(=C2C=CC(=CC12)Cl)Cl)Cl (2-methyl-2-(((2,6,10-trichloro-9-anthracenyl)methyl)amino)-1,3-propanediol hydrochloride). As a reaction SMILES: [Cl:1][C:2]1[CH:15]=[CH:14][C:13]2[C:4](=[C:5]([CH:18]=O)[C:6]3[C:11]([C:12]=2[Cl:16])=[CH:10][C:9]([Cl:17])=[CH:8][CH:7]=3)[CH:3]=1.[NH2:20][C:21]([CH3:26])([CH2:24][OH:25])[CH2:22][OH:23]>>[ClH:1].[CH3:26][C:21]([NH:20][CH2:18][C:5]1[C:6]2[C:11]([C:12]([Cl:16])=[C:13]3[C:4]=1[CH:3]=[C:2]([Cl:1])[CH:15]=[CH:14]3)=[CH:10][C:9]([Cl:17])=[CH:8][CH:7]=2)([CH2:24][OH:25])[CH2:22][OH:23] |f:2.3|. Procedure: Using the reductive amination procedure outlined in 1, 2,6,10-trichloroanthracene-9-carbaldehyde (43B) and 2-amino-2-methyl-1,3-propanediol (Aldrich) gave 2-methyl-2-(((2,6,10-trichloro-9-anthracenyl)methyl)amino)-1,3-propanediol hydrochloride mp 275°-277° (dec), (EtOH/Et2O), (C, H, Cl, N). Starting materials: N(=O)[O-].[Na+] (sodium nitrite), FC(C(CC(=O)OCC)=O)(F)F (ethyl 4,4,4-trifluoroacetoacetate). Run in O (water), C(C)(=O)O (acetic acid). Run at temperature 15 celsius, time 2 hour. Yields the product FC(C(C(C(=O)OCC)=NO)=O)(F)F (4,4,4-Trifluoro-2-(hydroxyimino)-3-oxobutanoic acid, ethyl ester). As a reaction SMILES: [N:1]([O-:3])=O.[Na+].[F:5][C:6]([F:16])([F:15])[C:7](=[O:14])[CH2:8][C:9]([O:11][CH2:12][CH3:13])=[O:10]>O.C(O)(=O)C>[F:5][C:6]([F:15])([F:16])[C:7](=[O:14])[C:8](=[N:1][OH:3])[C:9]([O:11][CH2:12][CH3:13])=[O:10] |f:0.1|. Reported procedure: A solution of sodium nitrite (0.29 mmol) in 35 mL of water was added dropwise over 50 minutes to a stirred, ice-cooled solution of 22.8 g of ethyl 4,4,4-trifluoroacetoacetate (0.12 mmol) in 30 mL of acetic acid. The reaction was continued for 2 hours, with gradual warming to 15° C. Water and acetic acid were removed under reduced pressure (azeotroped with toluene). The crude product was partitioned between ethyl acetate and saturated aqueous potassium hydrogen carbonate solution. The layers were...